Dataset: the Open Reaction Database (ORD), a public repository of structured organic reaction records. Task: describe an organic reaction: reactants, conditions, products, and yield The reactants are C=C(OC)N(C)C, CN(C)C=O, CC1=C(C(=O)OC(c2ccccc2)c2ccccc2)N2C(=O)C(NC(=O)OC(C)(C)C)C2SC1. Yields the product CC(=CC1=C(C(=O)OC(c2ccccc2)c2ccccc2)N2C(=O)C(NC(=O)OC(C)(C)C)C2SC1)N(C)C. Reaction SMILES: [CH3:1][N:2]([C:3](=[CH2:4])[O:5][CH3:6])[CH3:7].[CH3:42][N:43]([CH3:44])[CH:45]=[O:46].[CH:8]([c:9]1[cH:10][cH:11][cH:12][cH:13][cH:14]1)([c:15]1[cH:16][cH:17][cH:18][cH:19][cH:20]1)[O:21][C:22](=[O:23])[C:24]1=[C:31]([CH3:32])[CH2:30][S:29][CH:28]2[N:25]1[C:26](=[O:41])[CH:27]2[NH:33][C:34](=[O:35])[O:36][C:37]([CH3:38])([CH3:39])[CH3:40]>>[CH3:1][N:2]([C:3]([CH3:4])=[CH:32][C:31]1=[C:24]([C:22]([O:21][CH:8]([c:9]2[cH:10][cH:11][cH:12][cH:13][cH:14]2)[c:15]2[cH:16][cH:17][cH:18][cH:19][cH:20]2)=[O:23])[N:25]2[C:26](=[O:41])[CH:27]([NH:33][C:34](=[O:35])[O:36][C:37]([CH3:38])([CH3:39])[CH3:40])[CH:28]2[S:29][CH2:30]1)[CH3:7]. Run at temperature -78 celsius, time 8 hour. Yields the product FC(C1=CC(=NN1C)O)F (5-Difluoromethyl-3-hydroxy-1-methylpyrazole). Procedure details: 10.2 g (0.068 mol) of ethyl 4,4-difluoro-2-butynoate in 20 ml of methylene chloride was added dropwise to a stirred solution of 4 ml (0.075 mol) of methylhydrazine in 80 ml of methylene chloride cooled to -78° C. The resultant reaction mixture was stirred overnight and subsequently concentrated in vacuo to afford 8.63 g of a clear, yellow oil. The oil was dissolved in ethyl acetate and washed with 10% aqueous sodium bicarbonate. The organic layer was dried, concentrated and recrystallized from c... The solvent is C(Cl)Cl (methylene chloride), C(Cl)Cl (methylene chloride), C(C)(=O)OCC (ethyl acetate). The reactants are FC(C#CC(=O)OCC)F (ethyl 4,4-difluoro-2-butynoate), CNN (methylhydrazine). Isolated yield 21.8%. RXN SMILES: [F:1][CH:2]([F:10])[C:3]#[C:4][C:5](OCC)=[O:6].[CH3:11][NH:12][NH2:13]>C(Cl)Cl.C(OCC)(=O)C>[F:1][CH:2]([F:10])[C:3]1[N:12]([CH3:11])[N:13]=[C:5]([OH:6])[CH:4]=1. The product is C(C(C)C)OCC(C(=O)N)=C (Isobutoxymethylacrylamide). Reaction SMILES: [CH3:1][C:2]([C:4](OC1[C@@]2(C)C(C)(C)[C@H](CC2)C1)=[O:5])=[CH2:3].CN(CCC[CH:23]=[C:24]([CH3:28])[C:25]([NH2:27])=[O:26])C.C(=O)(O)[O-].[Na+].S(S([O-])=O)([O-])(=O)=O.[Na+].[Na+].S(OOS([O-])(=O)=O)([O-])(=O)=O.[NH4+].[NH4+]>C(O)(C)C.O>[CH2:4]([O:5][CH2:28][C:24](=[CH2:23])[C:25]([NH2:27])=[O:26])[CH:2]([CH3:3])[CH3:1] |f:2.3,4.5.6,7.8.9|. Reported procedure: A solution of 80 g IBMA, 100 g AMD, and 20 g dimethylaminopropyl methacrylamide (DMAPMA) in 600 ml of isopropyl alcohol and 450 ml of water is heated to 60° C. Sodium bicarbonate (3.5 g) is added to buffer the pH followed by solutions of sodium metabisulfite and ammonium persulfate (each 5.0 g in 15 ml of water). The resulting exothermic reaction is controlled by a cooling bath as needed. After the exotherm has ceased, heating is applied to keep the reaction mixture at reflux temperature (83° C.... The reactants are CC(=C)C(=O)OC1C[C@H]2CC[C@@]1(C2(C)C)C (IBMA), CN(C)CCCC=C(C(=O)N)C (dimethylaminopropyl methacrylamide), S(=O)(=O)([O-])S(=O)[O-].[Na+].[Na+] (sodium metabisulfite), S(=O)(=O)([O-])OOS(=O)(=O)[O-].[NH4+].[NH4+] (ammonium persulfate), C([O-])(O)=O.[Na+] (Sodium bicarbonate). Solvent: O (water), C(C)(C)O (isopropyl alcohol), O (water), C(C)(C)O (isopropanol). Isolated yield 45.0%.